From a dataset of the Open Reaction Database (ORD), a public repository of structured organic reaction records. describe an organic reaction: reactants, conditions, products, and yield Reactants: O (Water), S(O)(=O)(=O)Cl (chlorosulfuric acid), S1C=2N(C=C1)C=NC2 (imidazo[5,1-b]thiazole). Run in C(Cl)(Cl)(Cl)Cl (carbon tetrachloride), C(Cl)(Cl)(Cl)Cl (carbon tetrachloride). Yields the product ClS(=O)(=O)C=1N=CN2C1SC=C2 (7-chlorosulfonylimidazo[5,1-b]thiazole). Reaction SMILES: [S:1]([Cl:5])(=O)(=[O:3])[OH:2].[S:6]1[CH:10]=[CH:9][N:8]2[CH:11]=[N:12][CH:13]=[C:7]12.O>C(Cl)(Cl)(Cl)Cl>[Cl:5][S:1]([C:13]1[N:12]=[CH:11][N:8]2[CH:9]=[CH:10][S:6][C:7]=12)(=[O:3])=[O:2]. Reported procedure: A solution of chlorosulfuric acid in 20 ml of carbon tetrachloride was added under ice cooling to a solution of 11.18 g of imidazo[5,1-b]thiazole in 200 ml of carbon tetrachloride. The reaction mixture was heated under reflux for 6 hr. Water was added thereto under ice cooling to terminate the reaction. The mixture was extracted with dichloromethane. The organic layers were combined together. The combined organic layers were washed with a dilute aqueous sodium hydroxide solution and saturated br... Starting materials: C(C)(=O)[O-].[Na+] (sodium acetate), NOS(=O)(=O)O (hydroxylamine-O-sulfonic acid), CS(=O)(=O)C1=CC=C(C=C1)N1C(=NC(=C1)C(F)(F)F)C=1C=NC=CC1 (3-[1-[4-(methylsulfonyl)phenyl]-4-trifluoromethyl-1H-imidazol-2-yl]pyridine), C[Si](CCS(=O)(=O)C1=CC=C(C=C1)N1C(=NC(=C1)C(F)(F)F)C=1C=NC=CC1)(C)C (3-[1-[4-[[2-(trimethylsilyl)ethyl]sulfonyl]phenyl]-4-(trifluoromethyl)-1H-imidazol-2-yl]pyridine), [N+](CCCC)(CCCC)(CCCC)CCCC.[F-] (n-Bu4NF). Run in O (water), O (water), C(C)(=O)OCC (ethyl acetate), C1CCOC1 (THF). Run at time 1 hour. The product is C[Si](CCS(=O)(=O)C1=CC=C(C=C1)N1C(=NC(=C1)C(F)(F)F)C=1C=NC=CC1)(C)C (3-[1-[4-[[2-(Trimethylsilyl)ethyl]sulfonyl]phenyl]-4-(trifluoromethyl)-1H-imidazol-2-yl]pyridine), N1=CC(=CC=C1)C=1N(C=C(N1)C(F)(F)F)C1=CC=C(C=C1)S(=O)(=O)N (4-[2-(pyridin-3-yl)-4-(trifluoromethyl)-1H-imidazol-1-yl]benzenesulfonamide). Isolated yield 87.0%. RXN SMILES: C[S:2]([C:5]1[CH:10]=[CH:9][C:8]([N:11]2[CH:15]=[C:14]([C:16]([F:19])([F:18])[F:17])[N:13]=[C:12]2[C:20]2[CH:21]=[N:22][CH:23]=[CH:24][CH:25]=2)=[CH:7][CH:6]=1)(=[O:4])=[O:3].[CH3:26][Si:27]([CH3:55])([CH3:54])[CH2:28][CH2:29][S:30]([C:33]1[CH:38]=[CH:37][C:36]([N:39]2[CH:43]=[C:42]([C:44]([F:47])([F:46])[F:45])[N:41]=[C:40]2[C:48]2[CH:49]=[N:50][CH:51]=[CH:52][CH:53]=2)=[CH:35][CH:34]=1)(=[O:32])=[O:31].[N+:56](CCCC)(CCCC)(CCCC)CCCC.[F-].C([O-])(=O)C.[Na+].NOS(O)(=O)=O>C1COCC1.O.C(OCC)(=O)C>[CH3:26][Si:27]([CH3:55])([CH3:54])[CH2:28][CH2:29][S:30]([C:33]1[CH:34]=[CH:35][C:36]([N:39]2[CH:43]=[C:42]([C:44]([F:45])([F:46])[F:47])[N:41]=[C:40]2[C:48]2[CH:49]=[N:50][CH:51]=[CH:52][CH:53]=2)=[CH:37][CH:38]=1)(=[O:31])=[O:32].[N:22]1[CH:23]=[CH:24][CH:25]=[C:20]([C:12]2[N:11]([C:8]3[CH:9]=[CH:10][C:5]([S:2]([NH2:56])(=[O:4])=[O:3])=[CH:6][CH:7]=3)[CH:15]=[C:14]([C:16]([F:19])([F:18])[F:17])[N:13]=2)[CH:21]=1 |f:2.3,4.5|. Reported procedure: 3-[1-[4-[[2-(Trimethylsilyl)ethyl]sulfonyl]phenyl]-4-(trifluoromethyl)-1H-imidazol-2-yl]pyridine was prepared with the product of Example 28 with a method similar to that described in Example 45, Step 1. To a solution of 3-[1-[4-[[2-(trimethylsilyl)ethyl]sulfonyl]phenyl]-4-(trifluoromethyl)-1H-imidazol-2-yl]pyridine (0.200 g, 0.46 mmol) in 1.0 mL of dry THF was added n-Bu4NF (1.38 mL of 1.0 M THF solution, 1.38 mmol). The mixture was heated to reflux for 1 hour and cooled to room temperature. A ... The reactants are CCNCC, CN(C)C=O, O=C1c2c(Cl)cccc2-n2cnc(-c3noc(CCl)n3)c2C2CCCN12. Product: CCN(CC)Cc1nc(-c2ncn3c2C2CCCN2C(=O)c2c(Cl)cccc2-3)no1. As a reaction SMILES: [CH2:27]([CH3:28])[NH:29][CH2:30][CH3:31].[CH3:32][N:33]([CH3:34])[CH:35]=[O:36].[Cl:1][c:2]1[cH:3][cH:4][cH:5][c:6]2[c:7]1[C:8](=[O:26])[N:9]1[CH:10]([c:11]3[n:12]-2[cH:13][n:14][c:15]3-[c:16]2[n:17][o:18][c:19]([CH2:21][Cl:22])[n:20]2)[CH2:23][CH2:24][CH2:25]1>>[Cl:1][c:2]1[cH:3][cH:4][cH:5][c:6]2[c:7]1[C:8](=[O:26])[N:9]1[CH:10]([c:11]3[n:12]-2[cH:13][n:14][c:15]3-[c:16]2[n:17][o:18][c:19]([CH2:21][N:29]([CH2:27][CH3:28])[CH2:30][CH3:31])[n:20]2)[CH2:23][CH2:24][CH2:25]1. The reactants are ClC(C(=O)OCC)C=O (ethyl 2-chloro-3-oxopropanoate), FC1=CC(=NC=C1)N (4-Fluoropyridin-2-amine), C(C)O (ethanol), crude material, C([O-])(O)=O.[Na+] (sodium bicarbonate). The solvent is C1=CC=CC=C1 (benzene), C(C)(=O)OCC (ethyl acetate), C(C)(=O)OCC (ethyl acetate). Reaction conditions: temperature 60 celsius. Product: FC1=CC=2N(C=C1)C(=CN2)C(=O)OCC (ethyl 7-fluoroimidazo[1,2-a]pyridine-3-carboxylate). Reaction SMILES: [F:1][C:2]1[CH:7]=[CH:6][N:5]=[C:4]([NH2:8])[CH:3]=1.C(O)C.Cl[CH:13]([CH:19]=O)[C:14]([O:16][CH2:17][CH3:18])=[O:15].C(=O)(O)[O-].[Na+]>C1C=CC=CC=1.C(OCC)(=O)C>[F:1][C:2]1[CH:7]=[CH:6][N:5]2[C:13]([C:14]([O:16][CH2:17][CH3:18])=[O:15])=[CH:19][N:8]=[C:4]2[CH:3]=1 |f:3.4|. Procedure: 4-Fluoropyridin-2-amine (10.0 g, 48.0 mmol) was mixed with ethanol (40 mL) in a reaction flask, under an atmosphere of dry nitrogen. A solution of ethyl 2-chloro-3-oxopropanoate (5% in benzene, 178 mL (commercial solution from Toronto Research Chemicals Inc.) was added. The mixture was heated to 60° C. under nitrogen for 4 hours. After allowing the mixture to cool the solvent was removed under vacuum to give a brown solid. The solid was mixed with ethyl acetate (300 mL) and sodium bicarbonate so... The reactants are C1=CN(C=N1)CC(O)(P(=O)(O)O)P(=O)(O)O (Zoledronic acid), CC(C)O (IPA), [OH-].[Na+] (sodium hydroxide), C(C)O (Ethanol), CC(C)O (IPA), C(C)O (Ethanol). Run in O (water), O (water), CO (Methanol). Product: C1=CN(C=N1)CC(O)(P(=O)(O)[O-])P(=O)(O)[O-].O.O.O.O.[Na+].[Na+] (Zoledronate disodium), VI. RXN SMILES: [OH-:1].[Na+:2].C([OH:5])C.CC([OH:9])C.[CH:10]1[N:14]=[CH:13][N:12]([CH2:15][C:16]([P:22]([OH:25])([OH:24])=[O:23])([P:18]([OH:21])([OH:20])=[O:19])[OH:17])[CH:11]=1>O.CO>[CH:10]1[N:14]=[CH:13][N:12]([CH2:15][C:16]([P:18]([O-:21])([OH:20])=[O:19])([P:22]([O-:24])([OH:25])=[O:23])[OH:17])[CH:11]=1.[OH2:5].[OH2:9].[OH2:1].[OH2:5].[Na+:2].[Na+:2] |f:0.1,7.8.9.10.11.12.13|. Reported procedure: A solution of sodium hydroxide (0.7 g) in a mixture of water (60% v/v)/Ethanol or Methanol (40% v/v, 10 volumes per grams of ZLD-Ac form XII) (19 ml) was added drop-wise to a suspension of Zoledronic acid form XII (4.98 g) in a mixture of water (60% v/v)/Ethanol or Methanol (40% v/v, 10 volumes per grams of ZLD-Ac) (106 ml) at reflux temperature. The reaction mixture was heated at reflux temperature for additional 16 hours. Then the reaction mixture was cooled to room temperature. Further coolin... Starting materials: ICCC1=CC=C(C(=O)OC)C=C1 (methyl 4-(2-iodoethyl)benzoate), ICCC1=CC=C(C(=O)OC)C=C1 (methyl 4-(2-iodoethyl)benzoate), C([O-])([O-])=O.[Na+].[Na+] (sodium carbonate), ClC=1C=CC2=C(N=C(O2)C2=CC=C(COC3=C(C=CC=C3)CCNC3C=4C=CC(=NC4CCC3)C(=O)OCC)C=C2)C1 (Ethyl 5-{[2-(2-{[4-(5-chloro-1,3-benzoxazol-2-yl)benzyl]oxy}phenyl)ethyl]amino}-5,6,7,8-tetrahydroquinoline-2-carboxylate). Solvent: C(C)#N (acetonitrile). Product: ClC=1C=CC2=C(N=C(O2)C2=CC=C(COC3=C(C=CC=C3)CCN(C3C=4C=CC(=NC4CCC3)C(=O)OCC)CCC3=CC=C(C=C3)C(=O)OC)C=C2)C1 (Ethyl 5-([2-(2-{[4-(5-chloro-1,3-benzoxazol-2-yl)benzyl]oxy}phenyl)ethyl]{2-[4-(methoxy-carbonyl)phenyl]ethyl}amino)-5,6,7,8-tetrahydroquinoline-2-carboxylate). RXN SMILES: I[CH2:2][CH2:3][C:4]1[CH:13]=[CH:12][C:7]([C:8]([O:10][CH3:11])=[O:9])=[CH:6][CH:5]=1.C(=O)([O-])[O-].[Na+].[Na+].[Cl:20][C:21]1[CH:22]=[CH:23][C:24]2[O:28][C:27]([C:29]3[CH:60]=[CH:59][C:32]([CH2:33][O:34][C:35]4[CH:40]=[CH:39][CH:38]=[CH:37][C:36]=4[CH2:41][CH2:42][NH:43][CH:44]4[CH2:53][CH2:52][CH2:51][C:50]5[N:49]=[C:48]([C:54]([O:56][CH2:57][CH3:58])=[O:55])[CH:47]=[CH:46][C:45]4=5)=[CH:31][CH:30]=3)=[N:26][C:25]=2[CH:61]=1>C(#N)C>[Cl:20][C:21]1[CH:22]=[CH:23][C:24]2[O:28][C:27]([C:29]3[CH:60]=[CH:59][C:32]([CH2:33][O:34][C:35]4[CH:40]=[CH:39][CH:38]=[CH:37][C:36]=4[CH2:41][CH2:42][N:43]([CH2:2][CH2:3][C:4]4[CH:13]=[CH:12][C:7]([C:8]([O:10][CH3:11])=[O:9])=[CH:6][CH:5]=4)[CH:44]4[CH2:53][CH2:52][CH2:51][C:50]5[N:49]=[C:48]([C:54]([O:56][CH2:57][CH3:58])=[O:55])[CH:47]=[CH:46][C:45]4=5)=[CH:31][CH:30]=3)=[N:26][C:25]=2[CH:61]=1 |f:1.2.3|. Reported procedure: 112 mg (0.39 mmol) of methyl 4-(2-iodoethyl)benzoate and 41 mg (0.39 mmol) of anhydrous sodium carbonate were added to a solution of 149 mg (0.26 mmol) of ethyl 5-{[2-(2-{[4-(5-chloro-1,3-benzoxazol-2-yl)benzyl]oxy}phenyl)ethyl]amino}-5,6,7,8-tetrahydroquinoline-2-carboxylate (Enantiomer 1, Example 61A) in 10 ml of dry acetonitrile, and the mixture was heated under reflux overnight. A further 112 mg of methyl 4-(2-iodoethyl)benzoate were then added, and the mixture was once more heated under ref... The reactants are BrC1=CC(=C(S1)C=O)C (5-bromo-3-methyl-thiophene-2-carbaldehyde), C1(=CC=CC=C1)O (phenol), C([O-])([O-])=O.[Cs+].[Cs+] (cesium carbonate), C(C)(=O)OCC (ethyl acetate), resultant mixture. The solvent is C1(=CC=CC=C1)C (toluene), ClCCl (dichloromethane), [OH-].[Na+] (NaOH). Product: CC1=C(SC(=C1)OC1=CC=CC=C1)C=O (3-Methyl-5-phenoxy-thiophene-2-carbaldehyde). Yield: 19.5%. RXN SMILES: Br[C:2]1[S:6][C:5]([CH:7]=[O:8])=[C:4]([CH3:9])[CH:3]=1.[C:10]1([OH:16])[CH:15]=[CH:14][CH:13]=[CH:12][CH:11]=1.C(=O)([O-])[O-].[Cs+].[Cs+].C(OCC)(=O)C>C1(C)C=CC=CC=1.ClCCl.[OH-].[Na+]>[CH3:9][C:4]1[CH:3]=[C:2]([O:16][C:10]2[CH:15]=[CH:14][CH:13]=[CH:12][CH:11]=2)[S:6][C:5]=1[CH:7]=[O:8] |f:2.3.4,8.9|. Procedure details: A solution of 5-bromo-3-methyl-thiophene-2-carbaldehyde (example 1.a, 30.8 g, 150 mmol), phenol (28.2 g, 300 mmol), cesium carbonate (97 g, 300 mmol), copper(I) trifluoromethanesulfonate benzene complex (90%, 7.5 g, 15 mmol), and ethyl acetate (750 μL, 7.5 mmol) in 150 mL of anhydrous toluene was heated at reflux temperature for 48 hours. The resultant mixture was diluted with dichloromethane and 2 N NaOH(aq) and filtered through a small pad of celite, the solid was washed with additional dichlo...